describe an organic reaction: reactants, conditions, products, and yield From a dataset of the Open Reaction Database (ORD), a public repository of structured organic reaction records. The reactants are S1C(=CC=C1)S(=O)(=O)Cl (thiophene-2-sulfonyl chloride), ClC1=NC=CC(=N1)C1=C(N=C(S1)C(C)C)C=1C=C(C=CC1)NS(=O)(=O)C1=C(C=CC=C1F)F (N-{3-[5-(2-Chloro-4-pyrimidinyl)-2-(1-methylethyl)-1,3-thiazol-4-yl]phenyl}-2,6-difluorobenzenesulfonamide), NC=1C(=C(C=CC1)C=1N=C(SC1C1=NC(=NC=C1)N)C(C)(C)C)F (4-[4-(3-amino-2-fluorophenyl)-2-(1,1-dimethylethyl)-1,3-thiazol-5-yl]-2-pyrimidinamine). Yields the product NC1=NC=CC(=N1)C1=C(N=C(S1)C(C)(C)C)C=1C(=C(C=CC1)NS(=O)(=O)C=1SC=CC1)F (N-{3-[5-(2-amino-4-pyrimidinyl)-2-(1,1-dimethylethyl)-1,3-thiazol-4-yl]-2-fluorophenyl}-2-thiophenesulfonamide), solid. Yield: 65.0%. RXN SMILES: ClC1N=C(C2SC(C(C)C)=NC=2C2C=C(NS(C3C(F)=CC=CC=3F)(=O)=O)C=CC=2)C=CN=1.[NH2:34][C:35]1[C:36]([F:57])=[C:37]([C:41]2[N:42]=[C:43]([C:53]([CH3:56])([CH3:55])[CH3:54])[S:44][C:45]=2[C:46]2[CH:51]=[CH:50][N:49]=[C:48]([NH2:52])[N:47]=2)[CH:38]=[CH:39][CH:40]=1.[S:58]1[CH:62]=[CH:61][CH:60]=[C:59]1[S:63](Cl)(=[O:65])=[O:64]>>[NH2:52][C:48]1[N:47]=[C:46]([C:45]2[S:44][C:43]([C:53]([CH3:54])([CH3:56])[CH3:55])=[N:42][C:41]=2[C:37]2[C:36]([F:57])=[C:35]([NH:34][S:63]([C:59]3[S:58][CH:62]=[CH:61][CH:60]=3)(=[O:65])=[O:64])[CH:40]=[CH:39][CH:38]=2)[CH:51]=[CH:50][N:49]=1. Procedure details: Following a procedure analogous to the procedure described in Intermediate 14 using 4-[4-(3-amino-2-fluorophenyl)-2-(1,1-dimethylethyl)-1,3-thiazol-5-yl]-2-pyrimidinamine (100 mg, 0.291 mmol) and thiophene-2-sulfonyl chloride (80 mg, 0.437 mmol), the title compound was obtained as a white solid (93 mg, 65% yield). MS (ESI): 489.9 [M+H]+. Starting materials: O=C([O-])[O-], CN(C)C=O, Clc1scc(CBr)c1CBr, Cl, [K+], [K+], CCOC(=O)CN. Product: CCOC(=O)CN1Cc2csc(Cl)c2C1. Reaction SMILES: [C:19](=[O:20])([O-:21])[O-:22].[CH3:25][N:26]([CH3:27])[CH:28]=[O:29].[Cl:1][c:2]1[s:3][cH:4][c:5]([CH2:9][Br:8])[c:6]1[CH2:7][Br:10].[ClH:11].[K+:23].[K+:24].[NH2:12][CH2:13][C:14](=[O:15])[O:16][CH2:17][CH3:18]>>[Cl:1][c:2]1[s:3][cH:4][c:5]2[c:6]1[CH2:7][N:12]([CH2:13][C:14](=[O:15])[O:16][CH2:17][CH3:18])[CH2:9]2. Starting materials: FC(C=1C=C(C=C(C1)C(F)(F)F)C(C(=O)N(C1=C(C=CC(=C1)[N+](=O)[O-])C1=C(C=CC=C1)C)C)(C)C)(F)F (2-(3,5-bis-trifluoromethyl-phenyl)-N-methyl-N-(2′-methyl-4-nitro-biphenyl-2-yl)-isobutyramide), O (water). The reagents and catalysts are FC(C(=O)O)(F)F (trifluoroacetic acid). The solvent is O1CCCC1 (tetrahydrofuran). The product is NC1=CC(=C(C=C1)C1=C(C=CC=C1)C)N(C(C(C)(C)C1=CC(=CC(=C1)C(F)(F)F)C(F)(F)F)=O)C (N-(4-amino-2′-methyl-biphenyl-2-yl)-2-(3,5-bis-trifluoromethyl-phenyl)-N-methyl-isobutyramide). Yield: 99.4%. RXN SMILES: [F:1][C:2]([F:37])([F:36])[C:3]1[CH:4]=[C:5]([C:13]([CH3:35])([CH3:34])[C:14]([N:16]([CH3:33])[C:17]2[CH:22]=[C:21]([N+:23]([O-])=O)[CH:20]=[CH:19][C:18]=2[C:26]2[CH:31]=[CH:30][CH:29]=[CH:28][C:27]=2[CH3:32])=[O:15])[CH:6]=[C:7]([C:9]([F:12])([F:11])[F:10])[CH:8]=1.O>O1CCCC1.FC(F)(F)C(O)=O>[NH2:23][C:21]1[CH:20]=[CH:19][C:18]([C:26]2[CH:31]=[CH:30][CH:29]=[CH:28][C:27]=2[CH3:32])=[C:17]([N:16]([CH3:33])[C:14](=[O:15])[C:13]([C:5]2[CH:6]=[C:7]([C:9]([F:10])([F:11])[F:12])[CH:8]=[C:3]([C:2]([F:1])([F:36])[F:37])[CH:4]=2)([CH3:34])[CH3:35])[CH:22]=1. Procedure details: To a solution of 950 mg (1.81 mmol) 2-(3,5-bis-trifluoromethyl-phenyl)-N-methyl-N-(2′-methyl-4-nitro-biphenyl-2-yl)-isobutyramide in 12 ml tetrahydrofuran and 3 ml water 608 mg (10.87 mmol) iron powder and 3 drops trifluoroacetic acid were added. After heating at 85° for 3 hrs., the reaction mixture was cooled to room temperature and evaporated. The residue was purified by chromatography (SiO2, hexane/ethyl acetate 1:4) to give 890 mg (99%) N-(4-amino-2′-methyl-biphenyl-2-yl)-2-(3,5-bis-trifluor... Reactants: CC(=O)OCC1=C2C=CC=CC2=C(C3=CC=CC=C31)COC(=O)C (acetic), NC=1C=C(C=CC1)S(=O)(=O)NC=1C(N(C(=CC1)C1=CC=CC=C1)CC(=O)NC(C(C(F)(F)F)=O)C(C)C)=O (2-[3-(3-aminophenylsulfonylamino)-2-oxo-6-phenyl-1,2-dihydro-1-pyridyl]-N-(3,3,3-trifluoro-1-isopropyl-2-oxopropyl)acetamide). Product: C(C)(=O)NC=1C=C(C=CC1)S(=O)(=O)NC=1C(N(C(=CC1)C1=CC=CC=C1)CC(=O)NC(C(C(F)(F)F)=O)C(C)C)=O (2-[3-(3-Acetylaminophenylsulfonylamino)-2-oxo-6-phenyl-1,2-dihydro-1-pyridyl]-N-(3,3,3-trifluoro-1-isopropyl-2-oxopropyl)acetamide). RXN SMILES: [CH3:1][C:2](OCC1C2C(=CC=CC=2)C(COC(C)=O)=C2C=1C=CC=C2)=[O:3].[NH2:25][C:26]1[CH:27]=[C:28]([S:32]([NH:35][C:36]2[C:37](=[O:62])[N:38]([CH2:48][C:49]([NH:51][CH:52]([CH:59]([CH3:61])[CH3:60])[C:53](=[O:58])[C:54]([F:57])([F:56])[F:55])=[O:50])[C:39]([C:42]3[CH:47]=[CH:46][CH:45]=[CH:44][CH:43]=3)=[CH:40][CH:41]=2)(=[O:34])=[O:33])[CH:29]=[CH:30][CH:31]=1>>[C:2]([NH:25][C:26]1[CH:27]=[C:28]([S:32]([NH:35][C:36]2[C:37](=[O:62])[N:38]([CH2:48][C:49]([NH:51][CH:52]([CH:59]([CH3:60])[CH3:61])[C:53](=[O:58])[C:54]([F:56])([F:57])[F:55])=[O:50])[C:39]([C:42]3[CH:43]=[CH:44][CH:45]=[CH:46][CH:47]=3)=[CH:40][CH:41]=2)(=[O:33])=[O:34])[CH:29]=[CH:30][CH:31]=1)(=[O:3])[CH3:1]. Procedure: Using a procedure similar to that described in Example 197.1., except replacing trifluoroacetic anhydride with acetic anydride, 2-[3-(3-aminophenylsulfonylamino)-2-oxo-6-phenyl-1,2-dihydro-1-pyridyl]-N-(3,3,3-trifluoro-1-isopropyl-2-oxopropyl)acetamide was converted into the title compound. Chromatography solvent: dichloromethane:methanol (35:1); TLC: Rf =0.24, dichloromethane:methanol (20:1); NMR (DMSO/D2O): 8.22 (s,1) 7.73 (d,1), 7.60 (d,1), 7.5 (br m, 7), 6.16 (d,1), 4.40 (m,2), 4.02 (d,1), 2... Reactants: C1(=CC=C(C=C1)S(=O)(=O)Cl)C (para-toluenesulfonyl chloride), NC1=CC=C(C=C1)S(=O)(=O)C=CC#N (3-(4-aminobenzenesulfonyl) acrylonitrile), N1=CC=CC=C1 (pyridine). The product is CC1=CC=C(C=C1)S(=O)(=O)NC1=CC=C(C=C1)S(=O)(=O)C=CC#N (3-[4-(4-METHYLBENZENESULFONAMIDO)BENZENESULFONYL]ACRYLONITRILE). Reported procedure: 4.9 grams (0.025 mol) of para-toluenesulfonyl chloride, and 4.5 g (0.025 mol) of 3-(4-aminobenzenesulfonyl) acrylonitrile in chlorofrom are reacted for 48 hours at room temperature in the presence of 2.2 ml (0.027 mol) of pyridine, and the reaction mixture is worked up as in Example 1. The product, recrystallized from ethanol, and having a melting point of 172°-175° C, is 3-[4-(4-methylbenzenesulfonamido)benzenesulfonyl]acrylonitrile: ##SPC13## As a reaction SMILES: [C:1]1([CH3:11])[CH:6]=[CH:5][C:4]([S:7](Cl)(=[O:9])=[O:8])=[CH:3][CH:2]=1.[NH2:12][C:13]1[CH:18]=[CH:17][C:16]([S:19]([CH:22]=[CH:23][C:24]#[N:25])(=[O:21])=[O:20])=[CH:15][CH:14]=1.N1C=CC=CC=1>>[CH3:11][C:1]1[CH:6]=[CH:5][C:4]([S:7]([NH:12][C:13]2[CH:14]=[CH:15][C:16]([S:19]([CH:22]=[CH:23][C:24]#[N:25])(=[O:21])=[O:20])=[CH:17][CH:18]=2)(=[O:9])=[O:8])=[CH:3][CH:2]=1. The product is m-phenoxybenzyl ester, ClC=1C=C(C=CC1)N[C@@H](C(C)C)C(=O)O (N-(3-chlorophenyl)valine). RXN SMILES: Br[CH:2]([CH:20]([CH3:22])[CH3:21])[C:3]([O:5]CC1C=CC=C(OC2C=CC=CC=2)C=1)=[O:4].[Cl:23][C:24]1[CH:25]=[C:26]([CH:28]=[CH:29][CH:30]=1)[NH2:27]>>[Cl:23][C:24]1[CH:25]=[C:26]([NH:27][C@H:2]([C:3]([OH:5])=[O:4])[CH:20]([CH3:22])[CH3:21])[CH:28]=[CH:29][CH:30]=1. Starting materials: BrC(C(=O)OCC1=CC(=CC=C1)OC1=CC=CC=C1)C(C)C (m-phenoxybenzyl α-bromoisovalerate), ClC=1C=C(N)C=CC1 (3-chloroaniline). Procedure details: Following the procedure of Example 1, m-phenoxybenzyl α-bromoisovalerate is reacted with 3-chloroaniline to yield the m-phenoxybenzyl ester of N-(3-chlorophenyl)valine, MS m/e 409.2 (M+). Reactants: CN1C(=NC=C1C=C)[N+](=O)[O-] (1-methyl-2-nitro-5-vinylimidazole), MgSO4.7H2O, C(C)O (ethanol), [O-][Mn](=O)(=O)=O.[K+] (KMnO4). Solvent: O (H2O). Product: CN1C(=NC=C1C(CO)O)[N+](=O)[O-] (1-Methyl-2-nitro-5-(1,2-dihydroxyethyl)imidazole). Reaction SMILES: [CH3:1][N:2]1[C:6](C=C)=[CH:5][N:4]=[C:3]1[N+:9]([O-:11])=[O:10].[CH2:12]([OH:14])[CH3:13].[O-:15][Mn](=O)(=O)=O.[K+]>O>[CH3:1][N:2]1[C:6]([CH:13]([OH:15])[CH2:12][OH:14])=[CH:5][N:4]=[C:3]1[N+:9]([O-:11])=[O:10] |f:2.3|. Procedure: To a solution of 6.2 g. of 1-methyl-2-nitro-5-vinylimidazole in 570 ml. of ethanol cooled to about -10° C., a solution of 5.46 g. of KMnO4 and 8.85 g. of MgSO4.7H2O in 750 ml. of H2O is added with stirring. The reaction mixture is filtered through Celite and washed with ethanol. The filtrate is concentrated to dryness under vacuum at 50° C., and the residue is taken up with acetone. The resulting solution is filtered and concentrated to dryness under vacuum. The resulting solid is crystallized f... Reactants: C(CC(O)(C(=O)O)CC(=O)O)(=O)O (citric acid), C=O (paraformaldehyde). Solvent: O (water). Conditions: time 2 hour. Yields the product C1OC(=O)C(O1)(CC(=O)O)CC(=O)O (Anhydromethylene Citric Acid). Yield: 54.1%. As a reaction SMILES: [C:1]([OH:13])(=[O:12])[CH2:2][C:3]([CH2:8][C:9]([OH:11])=[O:10])([C:5]([OH:7])=[O:6])[OH:4].[CH2:14]=O>O>[CH2:14]1[O:4][C:3]([CH2:2][C:1]([OH:13])=[O:12])([CH2:8][C:9]([OH:11])=[O:10])[C:5](=[O:7])[O:6]1. Reported procedure: Anhydrous citric acid (1), (120 g, 0.625 mole) and paraformaldehyde (21 g, 0.70 mole) were mixed in a beaker which was then immersed in an oil bath preheated to 145° C. The mixture, with intermittent stirring, was held at this temperature for 2 hours. The mixture melted, then resolidified during this time. The cooled mixture was dissolved in a minimal amount of boiling water on the hot plate (total volume ≈225 ml). On cooling, crystals formed. The mixture was kept overnight in the refrigerator, ...